Dataset: the Open Reaction Database (ORD), a public repository of structured organic reaction records. Task: describe an organic reaction: reactants, conditions, products, and yield Reactants: O=c1c(-c2ccccc2)c2n(c(=O)n1Cc1ccccc1)C=CCS2=O, ClP(Cl)Cl, CN(C)C=O. Yields the product O=c1c(-c2ccccc2)c2n(c(=O)n1Cc1ccccc1)C=CCS2. As a reaction SMILES: [CH2:5]([c:6]1[cH:7][cH:8][cH:9][cH:10][cH:11]1)[n:12]1[c:13](=[O:30])[n:14]2[c:15]([c:21](-[c:24]3[cH:25][cH:26][cH:27][cH:28][cH:29]3)[c:22]1=[O:23])[S:16](=[O:20])[CH2:17][CH:18]=[CH:19]2.[Cl:1][P:2]([Cl:3])[Cl:4].[O:31]=[CH:32][N:33]([CH3:34])[CH3:35]>>[CH2:5]([c:6]1[cH:7][cH:8][cH:9][cH:10][cH:11]1)[n:12]1[c:13](=[O:30])[n:14]2[c:15]([c:21](-[c:24]3[cH:25][cH:26][cH:27][cH:28][cH:29]3)[c:22]1=[O:23])[S:16][CH2:17][CH:18]=[CH:19]2. The reactants are NCCC[C@@H](C(=O)O)NC(=O)OC(C)(C)C ((S)-5-amino-2-(tert-butoxycarbonylamino)pentanoic acid), C1(C=2C(C(=O)O1)=CC=CC2)=O (phthalic anhydride). Solvent: CN(C)C=O (DMF). Run at temperature 120 celsius. Yields the product C(C)(C)(C)OC(=O)N[C@H](C(=O)O)CCCN1C(C2=CC=CC=C2C1=O)=O ((S)-2-(tert-butoxycarbonylamino)-5-(1,3-dioxoisoindolin-2-yl)pentanoic acid). As a reaction SMILES: [NH2:1][CH2:2][CH2:3][CH2:4][C@H:5]([NH:9][C:10]([O:12][C:13]([CH3:16])([CH3:15])[CH3:14])=[O:11])[C:6]([OH:8])=[O:7].[C:17]1(=O)[O:22][C:20](=[O:21])[C:19]2=[CH:23][CH:24]=[CH:25][CH:26]=[C:18]12>CN(C=O)C>[C:13]([O:12][C:10]([NH:9][C@@H:5]([CH2:4][CH2:3][CH2:2][N:1]1[C:20](=[O:21])[C:19]2[C:18](=[CH:26][CH:25]=[CH:24][CH:23]=2)[C:17]1=[O:22])[C:6]([OH:8])=[O:7])=[O:11])([CH3:16])([CH3:15])[CH3:14]. Procedure: To a solution of (S)-5-amino-2-(tert-butoxycarbonylamino)pentanoic acid XLIX (6.64 g, 28.6 mmol) in DMF (150 mL) was added phthalic anhydride (4.3 g, 29.0 mmol). The mixture was placed in a tightly closed ampule and heated at 120° C. for 24 h. After the reaction was complete, the solvent was evaporated under vacuum and the residue was subjected to column chromatography on silica gel (100:1 DCM:MeOH→10:1 DCM:MeOH) affording (S)-2-(tert-butoxycarbonylamino)-5-(1,3-dioxoisoindolin-2-yl)pentanoic ac... Reactants: C1(=CC=CC=C1)C(OC(=O)C(C)(OC1=C(C(C(=O)N)=CC=C1)C(=O)N)C)C1=CC=CC=C1 ((1-diphenylmethoxycarbonyl-1-methylethoxy)phthalamide). Run in O (water). Product: C1(=CC=CC=C1)C(OC(=O)C(C)(OC1=C2C(C(=O)NC2=O)=CC=C1)C)C1=CC=CC=C1 ((1-Diphenylmethoxycarbonyl-1-methylethoxy)phthalimide). As a reaction SMILES: [C:1]1([CH:7]([C:27]2[CH:32]=[CH:31][CH:30]=[CH:29][CH:28]=2)[O:8][C:9]([C:11]([CH3:26])([O:13][C:14]2[CH:22]=[CH:21][CH:20]=[C:16]([C:17](N)=[O:18])[C:15]=2[C:23]([NH2:25])=[O:24])[CH3:12])=[O:10])[CH:6]=[CH:5][CH:4]=[CH:3][CH:2]=1>O>[C:1]1([CH:7]([C:27]2[CH:32]=[CH:31][CH:30]=[CH:29][CH:28]=2)[O:8][C:9]([C:11]([CH3:12])([O:13][C:14]2[CH:22]=[CH:21][CH:20]=[C:16]3[C:17]([NH:25][C:23](=[O:24])[C:15]=23)=[O:18])[CH3:26])=[O:10])[CH:6]=[CH:5][CH:4]=[CH:3][CH:2]=1. Procedure: The reaction mixture is then poured into water slowly with stirring and a white solid forms which is filtered after 30 minutes. The precipitate is collected, dissolved in dichloromethane, washed with water, dried, filtered, and concentrated in vacuo to a small volume. The crystals that form are collected and dried over P2O5 in vacuo to yield 53.82 g. of (1-diphenylmethoxycarbonyl-1-methylethoxy)phthalamide. Starting materials: FC1(CN(CC1)C1=CC2=C(C=N1)OC1=CC=C(C=C1[C@]21N=C(SC1)NC(OC(C)(C)C)=O)C=1C(=NC=CC1)F)F ((S)-tert-butyl 3-(3,3-difluoropyrrolidin-1-yl)-7-(2-fluoropyridin-3-yl)-5′H-spiro[chromeno[2,3-c]pyridine-5,4′-thiazole]-2′-ylcarbamate), C(=O)(C(F)(F)F)O (TFA). The solvent is C(Cl)Cl (DCM). Conditions: time 68 hour. The product is FC1(CN(CC1)C1=CC2=C(C=N1)OC1=CC=C(C=C1[C@]21N=C(SC1)N)C=1C(=NC=CC1)F)F ((S)-3-(3,3-difluoropyrolidin-1-yl)-7-(2-fluoropyridin-3-yl)-5′H-spiro[chromeno[2,3-c]pyridine-5,4′-thiazol]-2′-amine). Yield: 84.6%. Reaction SMILES: [F:1][C:2]1([F:40])[CH2:6][CH2:5][N:4]([C:7]2[N:12]=[CH:11][C:10]3[O:13][C:14]4[C:19]([C@@:20]5([CH2:24][S:23][C:22]([NH:25]C(=O)OC(C)(C)C)=[N:21]5)[C:9]=3[CH:8]=2)=[CH:18][C:17]([C:33]2[C:34]([F:39])=[N:35][CH:36]=[CH:37][CH:38]=2)=[CH:16][CH:15]=4)[CH2:3]1.C(O)(C(F)(F)F)=O>C(Cl)Cl>[F:40][C:2]1([F:1])[CH2:6][CH2:5][N:4]([C:7]2[N:12]=[CH:11][C:10]3[O:13][C:14]4[C:19]([C@@:20]5([CH2:24][S:23][C:22]([NH2:25])=[N:21]5)[C:9]=3[CH:8]=2)=[CH:18][C:17]([C:33]2[C:34]([F:39])=[N:35][CH:36]=[CH:37][CH:38]=2)=[CH:16][CH:15]=4)[CH2:3]1. Reported procedure: To a solution of (S)-tert-butyl 3-(3,3-difluoropyrrolidin-1-yl)-7-(2-fluoropyridin-3-yl)-5′H-spiro[chromeno[2,3-c]pyridine-5,4′-thiazole]-2′-ylcarbamate (76.1 mg, 0.13 mmol) in DCM (1.34 mL) was added TFA (280 μL, 3.63 mmol) at ambient temperature. The reaction was stirred at ambient temperature for 68 hours. The reaction was concentrated under reduced pressure and the resulting material was purified by “catch-and release” technique using a Varian Bond ELUT SCX column. The eluate was concentrate... Starting materials: N[C@H](C(=O)N1C[C@H](C[C@H]1C(N[C@@H]1CCCC2=CC=CC=C12)=O)C1=CC=C2C[C@H](N(CC2=C1)C([C@H](C(C)(C)SCC(=O)OC)NC(=O)OC(C)(C)C)=O)C(N[C@@H]1CCCC2=CC=CC=C12)=O)C(C)(C)C (methyl 2-(((R)-4-((S)-7-((3R,5S)-1-((S)-2-amino-3,3-dimethylbutanoyl)-5-(((R)-1,2,3,4-tetrahydronaphthalen-1-yl)carbamoyl)pyrrolidin-3-yl)-3-(((R)-1,2,3,4-tetrahydronaphthalen-1-yl)carbamoyl)-3,4-dihydroisoquinolin-2(1H)-yl)-3-((tert-butoxycarbonyl)amino)-2-methyl-4-oxobutan-2-yl)thio)acetate), C(=O)(C(F)(F)F)O (TFA). The solvent is C(Cl)Cl (DCM). Reaction conditions: time 40 minute. Yields the product N[C@@H](C(C)(C)SCC(=O)OC)C(=O)N1CC2=CC(=CC=C2C[C@H]1C(N[C@@H]1CCCC2=CC=CC=C12)=O)[C@@H]1CN([C@@H](C1)C(N[C@@H]1CCCC2=CC=CC=C12)=O)C([C@H](C(C)(C)C)N)=O (Methyl 2-(((R)-3-amino-4-((S)-7-((3R,5S)-1-((S)-2-amino-3,3-dimethylbutanoyl)-5-(((R)-1,2,3,4-tetrahydronaphthalen-1-yl)carbamoyl)pyrrolidin-3-yl)-3-(((R)-1,2,3,4-tetrahydronaphthalen-1-yl)carbamoyl)-3,4-dihydroisoquinolin-2(1H)-yl)-2-methyl-4-oxobutan-2-yl)thio)acetate). The yield is 99.1%. Reaction SMILES: [NH2:1][C@@H:2]([C:66]([CH3:69])([CH3:68])[CH3:67])[C:3]([N:5]1[C@H:9]([C:10](=[O:22])[NH:11][C@H:12]2[C:21]3[C:16](=[CH:17][CH:18]=[CH:19][CH:20]=3)[CH2:15][CH2:14][CH2:13]2)[CH2:8][C@H:7]([C:23]2[CH:32]=[C:31]3[C:26]([CH2:27][C@@H:28]([C:53](=[O:65])[NH:54][C@H:55]4[C:64]5[C:59](=[CH:60][CH:61]=[CH:62][CH:63]=5)[CH2:58][CH2:57][CH2:56]4)[N:29]([C:33](=[O:52])[C@@H:34]([NH:44]C(OC(C)(C)C)=O)[C:35]([S:38][CH2:39][C:40]([O:42][CH3:43])=[O:41])([CH3:37])[CH3:36])[CH2:30]3)=[CH:25][CH:24]=2)[CH2:6]1)=[O:4].C(O)(C(F)(F)F)=O>C(Cl)Cl>[NH2:44][C@H:34]([C:33]([N:29]1[C@H:28]([C:53](=[O:65])[NH:54][C@H:55]2[C:64]3[C:59](=[CH:60][CH:61]=[CH:62][CH:63]=3)[CH2:58][CH2:57][CH2:56]2)[CH2:27][C:26]2[C:31](=[CH:32][C:23]([C@H:7]3[CH2:8][C@@H:9]([C:10](=[O:22])[NH:11][C@H:12]4[C:21]5[C:16](=[CH:17][CH:18]=[CH:19][CH:20]=5)[CH2:15][CH2:14][CH2:13]4)[N:5]([C:3](=[O:4])[C@@H:2]([NH2:1])[C:66]([CH3:69])([CH3:68])[CH3:67])[CH2:6]3)=[CH:24][CH:25]=2)[CH2:30]1)=[O:52])[C:35]([S:38][CH2:39][C:40]([O:42][CH3:43])=[O:41])([CH3:37])[CH3:36]. Procedure: To a solution of methyl 2-(((R)-4-((S)-7-((3R,5S)-1-((S)-2-amino-3,3-dimethylbutanoyl)-5-(((R)-1,2,3,4-tetrahydronaphthalen-1-yl)carbamoyl)pyrrolidin-3-yl)-3-(((R)-1,2,3,4-tetrahydronaphthalen-1-yl)carbamoyl)-3,4-dihydroisoquinolin-2(1H)-yl)-3-((tert-butoxycarbonyl)amino)-2-methyl-4-oxobutan-2-yl)thio)acetate (0.34 g, 0.35 mmol) in DCM (6 mL) was added TFA (1.2 mL, 15.6 mmol) slowly. The reaction mixture was stirred at rt for 40 min and concentrated in vacuo. The residue was basified with sat. a... Product: O=C(NCN1CCC(c2ccccn2)CC1)c1cccc(Cl)c1. RXN SMILES: [C:23](=[O:24])([O-:25])[O-:26].[CH2:29]([OH:30])[CH3:31].[Cl:13][c:14]1[cH:15][c:16]([C:17](=[O:18])[NH2:19])[cH:20][cH:21][cH:22]1.[K+:27].[K+:28].[NH:1]1[CH2:2][CH2:3][CH:4]([c:7]2[n:8][cH:9][cH:10][cH:11][cH:12]2)[CH2:5][CH2:6]1>>[N:1]1([CH2:23][NH:19][C:17]([c:16]2[cH:15][c:14]([Cl:13])[cH:22][cH:21][cH:20]2)=[O:18])[CH2:2][CH2:3][CH:4]([c:7]2[n:8][cH:9][cH:10][cH:11][cH:12]2)[CH2:5][CH2:6]1. Starting materials: O=C([O-])[O-], CCO, NC(=O)c1cccc(Cl)c1, [K+], [K+], c1ccc(C2CCNCC2)nc1.